This data is from the Open Reaction Database (ORD), a public repository of structured organic reaction records. The task is: describe an organic reaction: reactants, conditions, products, and yield Reactants: [N+](=O)([O-])C1=CC=C(C=NC[Si](C)(C)C)C=C1 ((4-nitro-benzylidene)-trimethylsilanylmethyl-amine), C(C1=CC=CC=C1)(=O)Cl (benzoyl chloride), C(C=C)(=O)OC (methyl acrylate). Solvent: O1CCCC1 (tetrahydrofuran), O1CCCC1 (tetrahydrofuran). Run at temperature 45 celsius, time 2.5 hour. The product is COC(=O)C1C(N(CC1)C(C1=CC=CC=C1)=O)C1=CC=C(C=C1)[N+](=O)[O-] (1-Benzoyl-2-(4-nitro-phenyl)-pyrrolidine-3-carboxylic Acid Methyl Ester). As a reaction SMILES: [N+:1]([C:4]1[CH:16]=[CH:15][C:7]([CH:8]=[N:9][CH2:10][Si](C)(C)C)=[CH:6][CH:5]=1)([O-:3])=[O:2].[C:17](Cl)(=[O:24])[C:18]1[CH:23]=[CH:22][CH:21]=[CH:20][CH:19]=1.[C:26]([O:30][CH3:31])(=[O:29])[CH:27]=[CH2:28]>O1CCCC1>[CH3:31][O:30][C:26]([CH:27]1[CH2:28][CH2:10][N:9]([C:17](=[O:24])[C:18]2[CH:23]=[CH:22][CH:21]=[CH:20][CH:19]=2)[CH:8]1[C:7]1[CH:15]=[CH:16][C:4]([N+:1]([O-:3])=[O:2])=[CH:5][CH:6]=1)=[O:29]. Procedure: A stirred solution of (4-nitro-benzylidene)-trimethylsilanylmethyl-amine (22 g, prepared as described in Chem. Pharm. Bull. 31(11) page 3939, 1893) in tetrahydrofuran (440 ml), at 45° C., was treated dropwise over 1.5 hour with a mixture of benzoyl chloride (10.1 ml) and methyl acrylate (9.3 ml) in tetrahydrofuran (500 ml). After stirring for 2.5 hours at 45° C. the mixture was allowed to cool to 20° C. then evaporated (40° C. and 2.7 kPa). The residue was dissolved in ethyl acetate (800 ml) and... Starting materials: C=C(O[Si](C)(C)C)c1ccc(Cl)cc1, CS(C)=O, O=C(C=Cc1ccc(F)c(F)c1)c1ccccc1O. Yields the product O=C(CC(CC(=O)c1ccccc1O)c1ccc(F)c(F)c1)c1ccc(Cl)cc1. RXN SMILES: [CH3:1][Si:2]([O:3][C:4](=[CH2:5])[c:6]1[cH:7][cH:8][c:9]([Cl:12])[cH:10][cH:11]1)([CH3:13])[CH3:14].[CH3:34][S:35](=[O:36])[CH3:37].[F:15][c:16]1[cH:17][c:18]([CH:23]=[CH:24][C:25](=[O:26])[c:27]2[c:28]([OH:33])[cH:29][cH:30][cH:31][cH:32]2)[cH:19][cH:20][c:21]1[F:22]>>[CH2:3]([C:4](=[O:5])[c:6]1[cH:7][cH:8][c:9]([Cl:12])[cH:10][cH:11]1)[CH:23]([c:18]1[cH:17][c:16]([F:15])[c:21]([F:22])[cH:20][cH:19]1)[CH2:24][C:25](=[O:26])[c:27]1[c:28]([OH:33])[cH:29][cH:30][cH:31][cH:32]1. Reactants: C(C)(=O)N1CCC2=C(C(C1)C1=CC=CC=C1)C=C(C(=C2SC)OC(C)=O)OC(C)=O (3-acetyl-7,8-diacetoxy-1-phenyl-6-methylthio-2,3,4,5-tetrahydro-1H-3-benzazepine), I(=O)(=O)(=O)[O-].[Na+] (sodium periodate), dihydroxy, C(C)(=O)OC(C)=O (acetic anhydride). Solvent: N1=CC=CC=C1 (pyridine), CO (methanol). Product: OC1=C(C2=C(C(CNCC2)C2=CC=CC=C2)C=C1O)S(=O)C (7,8-dihydroxy-6-methylsulfinyl-1-phenyl-2,3,4,5-tetrahydro-1H-3-benzazepine). Reaction SMILES: C([N:4]1[CH2:10][CH:9]([C:11]2[CH:16]=[CH:15][CH:14]=[CH:13][CH:12]=2)[C:8]2[CH:17]=[C:18]([O:27]C(=O)C)[C:19]([O:23]C(=O)C)=[C:20]([S:21][CH3:22])[C:7]=2[CH2:6][CH2:5]1)(=O)C.C(OC(=O)C)(=[O:33])C.I([O-])(=O)(=O)=O.[Na+]>N1C=CC=CC=1.CO>[OH:23][C:19]1[C:18]([OH:27])=[CH:17][C:8]2[CH:9]([C:11]3[CH:16]=[CH:15][CH:14]=[CH:13][CH:12]=3)[CH2:10][NH:4][CH2:5][CH2:6][C:7]=2[C:20]=1[S:21]([CH3:22])=[O:33] |f:2.3|. Procedure: A solution of 8.6 g (20 mm) of 3-acetyl-7,8-diacetoxy-1-phenyl-6-methylthio-2,3,4,5-tetrahydro-1H-3-benzazepine (prepared by reacting the dihydroxy parent with an excess of acetic anhydride in pyridine at room temperature) in 40 ml of methanol at -5° is treated with 40 ml of 0.52 M sodium periodate (20.8 mm) dropwise over 15 minutes at 0°. The mixture is cooled overnight, then filtered to give a solid which is washed with methylene chloride. The organic extracts are combined, dried and evaporate... Starting materials: N(C(=N)N)C=1SC=C(N1)CSCCN (2-[(2-guanidinothiazol-4-yl)methylthio]ethylamine), C1(=C(C(=C(C(=C1F)F)F)N)F)N.Cl.Cl (dihydrochloride), COC1=NS(N=C1OC)(=O)=O (3,4-dimethoxy-1,2,5-thiadiazole 1,1-dioxide). Run in CO (methanol), CO (methanol). Conditions: time 15 minute. Product: N(C(=N)N)C=1SC=C(N1)CSCCNC1=NS(N=C1NC)(=O)=O (3-{2-[(2-Guanidinothiazol-4-yl)methylthio]ethylamino}-4-methylamino-1,2,5-thiadiazole 1,1-dioxide). As a reaction SMILES: [NH:1]([C:5]1[S:6][CH:7]=[C:8]([CH2:10][S:11][CH2:12][CH2:13][NH2:14])[N:9]=1)[C:2]([NH2:4])=[NH:3].C1(N)C(F)=C(F)C(F)=[C:17]([NH2:24])C=1F.Cl.Cl.CO[C:31]1[C:35](OC)=[N:34][S:33](=[O:39])(=[O:38])[N:32]=1>CO>[NH:1]([C:5]1[S:6][CH:7]=[C:8]([CH2:10][S:11][CH2:12][CH2:13][NH:14][C:31]2[C:35]([NH:24][CH3:17])=[N:34][S:33](=[O:39])(=[O:38])[N:32]=2)[N:9]=1)[C:2]([NH2:4])=[NH:3] |f:1.2.3|. Procedure details: A solution of 2-[(2-guanidinothiazol-4-yl)methylthio]ethylamine (from the dihydrochloride, 4.27 g; 14.0 mmoles) in 30 ml of methanol was added to a well stirred suspension of 3,4-dimethoxy-1,2,5-thiadiazole 1,1-dioxide (2.50 g; 14.0 mmoles) in 250 ml of methanol at 10°. After 15 minutes at 10°, the solution was cooled to 1° in a cooling bath and anhydrous methylamine was bubbled into the solution for 10 minutes. The reaction mixture was evaporated under reduced pressure and the residue placed on... Reactants: C(C1=CC=CC=C1)N(CC(=O)O)C([C@@H](NC(=O)OC(C)(C)C)CCCCNC(=O)OC(C)(C)C)=O (Benzyl N—(Nα,Nε-bis(t-butoxycarbonyl)-L-lysinoyl)-glycine). The reagents and catalysts are [Pd] (palladium on carbon). The solvent is CO (MeOH), CO (MeOH). Conditions: time 1.5 hour. Product: C(C)(C)(C)OC(=O)N[C@@H](CCCCNC(=O)OC(C)(C)C)C(=O)NCC(=O)O (N—(Nα,Nε-Bis(t-butoxycarbonyl)-L-lysinoyl)-glycine). Isolated yield 99.5%. Reaction SMILES: C([N:8]([C:13](=[O:35])[C@H:14]([CH2:23][CH2:24][CH2:25][CH2:26][NH:27][C:28]([O:30][C:31]([CH3:34])([CH3:33])[CH3:32])=[O:29])[NH:15][C:16]([O:18][C:19]([CH3:22])([CH3:21])[CH3:20])=[O:17])[CH2:9][C:10]([OH:12])=[O:11])C1C=CC=CC=1>CO.[Pd]>[C:19]([O:18][C:16]([NH:15][C@H:14]([C:13]([NH:8][CH2:9][C:10]([OH:12])=[O:11])=[O:35])[CH2:23][CH2:24][CH2:25][CH2:26][NH:27][C:28]([O:30][C:31]([CH3:32])([CH3:33])[CH3:34])=[O:29])=[O:17])([CH3:20])([CH3:21])[CH3:22]. Procedure details: To a solution of benzyl ester 57 (1.09 g, 2.21 mmol) in MeOH (11 mL) was added palladium on carbon (10% wt, 100 mg) slurried in MeOH (1 mL). Hydrogen gas was bubbled through the solution to saturate, and the mixture was stirred under hydrogen atmosphere (balloon) for 1.5 h. The reaction mixture was filtered through celite, solids were rinsed with several small portions of MeOH. The combined filtrates were concentrated to dryness to provide acid 58 (887 mg, 99%) as a white foam. 1H NMR (400 MHz, ...